From a dataset of the Open Reaction Database (ORD), a public repository of structured organic reaction records. describe an organic reaction: reactants, conditions, products, and yield Starting materials: 1-(mono)-alkoxycarbonyl-S-methylisothiourea, C(C)(=O)[O-].[Na+] (sodium acetate), COC(=O)NC(SC)=N (1-methoxycarbonyl-S-methylisothiourea), mono- and bis-alkoxycarbonyl, Cl.Cl.CNC(CN)C1=CC=CC=C1 (β-methylamino-β-phenylethylamine dihydrochloride). Solvent: CO (methanol). The product is CN1C(=NCC1C1=CC=CC=C1)NC(=O)OC (1-methyl-4,5-dihydro-5-phenyl-2-methoxycarbonylaminoimidazole). As a reaction SMILES: Cl.Cl.[CH3:3][NH:4][CH:5]([C:8]1[CH:13]=[CH:12][CH:11]=[CH:10][CH:9]=1)[CH2:6][NH2:7].C([O-])(=O)C.[Na+].[CH3:19][O:20][C:21]([NH:23][C:24](=N)SC)=[O:22]>CO>[CH3:3][N:4]1[CH:5]([C:8]2[CH:13]=[CH:12][CH:11]=[CH:10][CH:9]=2)[CH2:6][N:7]=[C:24]1[NH:23][C:21]([O:20][CH3:19])=[O:22] |f:0.1.2,3.4|. Procedure: This example illustrates the process of the invention wherein 1-(mono)-alkoxycarbonyl-S-methylisothiourea is used in place of a mixture of the mono- and bis-alkoxycarbonyl-reagents. In this example, a solution containing 2.1 g. of β-methylamino-β-phenylethylamine dihydrochloride, 1.64 g. of sodium acetate and 2.4 g. of 1-methoxycarbonyl-S-methylisothiourea in 20 ml. of 50%, wt., aqueous methanol is gently refluxed for two hours. The resulting heavy slurry is cooled, filtered and the collected so... Reactants: C(C)OC(CSC1=CN=C(S1)NC(=O)N(C1=CC=C(C=C1)C(F)(F)F)CC1CCCC1)=O ({2-[3-cyclopentylmethyl-3-(4-trifluoromethyl-phenyl)ureido]-thiazol-5-ylsulfanyl}-acetic acid ethyl ester), C(C)OC(CSC1=CN=C(S1)N)=O ((2-amino-thiazol-5-ylsulfanyl)acetic acid ethyl ester), C1(CCCC1)CN(C(NC=1SC=C(N1)CC(=O)O)=O)C1=CC=C(C=C1)S(=O)(=O)C ({2-[3-cyclopentylmethyl-3-(4-methanesulfonyl-phenyl)-ureido]-thiazol-4-yl}-acetic acid), C1(CCCC1)CNC1=CC=C(C=C1)C(F)(F)F (cyclopentylmethyl-(4-trifluoromethyl-phenyl)-amine). The product is C1(CCCC1)N(C(N(C=1SC(=CN1)SCC(=O)O)C)=O)C1=CC=C(C=C1)C(F)(F)F ({2-[3-Cyclopentyl methyl-3-(4-trifluoromethyl-phenyl)-ureido]-thiazol-5-ylsulfanyl}-acetic acid). RXN SMILES: C([O:3][C:4](=[O:32])[CH2:5][S:6][C:7]1[S:11][C:10]([NH:12][C:13]([N:15](CC2CCCC2)[C:16]2[CH:21]=[CH:20][C:19]([C:22]([F:25])([F:24])[F:23])=[CH:18][CH:17]=2)=[O:14])=[N:9][CH:8]=1)C.[CH:33]1(CN(C2C=CC(S(C)(=O)=O)=CC=2)C(=O)NC2SC=C(CC(O)=O)N=2)[CH2:37][CH2:36][CH2:35][CH2:34]1.[CH:62]1(CNC2C=CC(C(F)(F)F)=CC=2)CCCC1.C(OC(=O)CSC1SC(N)=NC=1)C>>[CH:33]1([N:15]([C:16]2[CH:17]=[CH:18][C:19]([C:22]([F:23])([F:25])[F:24])=[CH:20][CH:21]=2)[C:13](=[O:14])[N:12]([CH3:62])[C:10]2[S:11][C:7]([S:6][CH2:5][C:4]([OH:3])=[O:32])=[CH:8][N:9]=2)[CH2:37][CH2:36][CH2:35][CH2:34]1. Procedure details: The title compound was prepared via {2-[3-cyclopentylmethyl-3-(4-trifluoromethyl-phenyl)ureido]-thiazol-5-ylsulfanyl}-acetic acid ethyl ester in a similar manner as described for the synthesis of {2-[3-cyclopentylmethyl-3-(4-methanesulfonyl-phenyl)-ureido]-thiazol-4-yl}-acetic acid, using cyclopentylmethyl-(4-trifluoromethyl-phenyl)-amine and (2-amino-thiazol-5-ylsulfanyl)acetic acid ethyl ester The yield is 45.0%. Reported procedure: 198 g (2.00 mol) phosgene were introduced over a period of 1,5 h at 0° to 5° C. into a suspension of 208 g (2.00 mol) 2,2-dimethylpropane-1,3-diol and 600 ml dry dichloromethane, followed by stirring at that temperature until the initially vigorous evolution of hydrogen chloride had abated. The discharge of phosgene was prevented by an effective reflux condenser (dry ice). The solvent was then removed in vacuo, 500 mg (0.2% by weight) imidazole and 500 ml toluene were added and the reaction was ... Starting materials: C(=O)(Cl)Cl (phosgene), C(=O)=O (dry ice), C(=O)(Cl)Cl (phosgene), CC(CO)(CO)C (2,2-dimethylpropane-1,3-diol), Cl (hydrogen chloride). Conditions: temperature 110 celsius. Product: CC1(COC(OC1)=O)C (5,5-dimethyl-1,3-dioxan-2-one). As a reaction SMILES: [C:1](Cl)(Cl)=[O:2].[CH3:5][C:6]([CH3:11])([CH2:9][OH:10])[CH2:7][OH:8].Cl.C(=O)=O>ClCCl>[CH3:5][C:6]1([CH3:11])[CH2:9][O:10][C:1](=[O:2])[O:8][CH2:7]1. Solvent: ClCCl (dichloromethane). The reactants are [Br-], COC(=O)CC(C)=O, CCCC[N+](CCCC)(CCCC)CCCC, Cc1ccccc1, O=C[O-], Cl, O=CCCSc1ccc(C(F)(F)F)cc1, [Na+], [Na+], [OH-], O. The product is CC(=O)CC(O)CCSc1ccc(C(F)(F)F)cc1. As a reaction SMILES: [Br-:32].[C:1]([CH2:2][C:3](=[O:4])[CH3:5])([O:6][CH3:7])=[O:8].[CH3:33][CH2:34][CH2:35][CH2:36][N+:37]([CH2:38][CH2:39][CH2:40][CH3:41])([CH2:42][CH2:43][CH2:44][CH3:45])[CH2:46][CH2:47][CH2:48][CH3:49].[CH3:50][c:51]1[cH:52][cH:53][cH:54][cH:55][cH:56]1.[CH:12]([O-:13])=[O:14].[ClH:11].[F:16][C:17]([c:18]1[cH:19][cH:20][c:21]([S:24][CH2:25][CH2:26][CH:27]=[O:28])[cH:22][cH:23]1)([F:29])[F:30].[Na+:10].[Na+:15].[OH-:9].[OH2:31]>>[CH2:2]([C:3](=[O:4])[CH3:5])[CH:27]([CH2:26][CH2:25][S:24][c:21]1[cH:20][cH:19][c:18]([C:17]([F:16])([F:29])[F:30])[cH:23][cH:22]1)[OH:28]. Reactants: Cl (HCl), [OH-].[Na+] (NaOH), FC(S(=O)(=O)[O-])(F)F.BrC=1C=C2C=C[N+](=CC2=CC1)C (6-bromo-2-methylisoquinolinium trifluoromethanesulfonate), CC1=C(C=C(C(=C1Br)O)Br)C2(C=3C=CC=CC3S(=O)(=O)O2)C=4C=C(C(=C(C4C)Br)O)Br (bromocresol green), [BH4-].[Na+] (Sodium borohydride). Solvent: O (water), C(C)(=O)O (acetic acid), CO (methanol). Conditions: time 1 hour. The product is BrC=1C=C2CCN(CC2=CC1)C (6-bromo-2-methyl-1,2,3,4-tetrahydroisoquinoline). Isolated yield 88.5%. RXN SMILES: FC(F)(F)S([O-])(=O)=O.[Br:9][C:10]1[CH:11]=[C:12]2[C:17](=[CH:18][CH:19]=1)[CH:16]=[N+:15]([CH3:20])[CH:14]=[CH:13]2.CC1C(Br)=C(O)C(Br)=CC=1C1(C2C=C(Br)C(O)=C(Br)C=2C)OS(=O)(=O)C2C=CC=CC1=2.[BH4-].[Na+].Cl.[OH-].[Na+]>CO.C(O)(=O)C.O>[Br:9][C:10]1[CH:11]=[C:12]2[C:17](=[CH:18][CH:19]=1)[CH2:16][N:15]([CH3:20])[CH2:14][CH2:13]2 |f:0.1,3.4,6.7|. Reported procedure: To a solution of 6-bromo-2-methylisoquinolinium trifluoromethanesulfonate (371 mg, 1 mmol) in methanol (10 mL) was added bromocresol green indicator. Sodium borohydride (93 mg, 2.5 mmol) was added and the reaction was stirred at rt. HCl in acetic acid (1M) was added periodically to maintain a yellow color. After 1 h, water (50 mL) was added and the solution was basified with NaOH (1M), extracted into CH2Cl2 (100 mL), dried over MgSO4 and concentrated to give the title compound as a white solid (...